This data is from the Open Reaction Database (ORD), a public repository of structured organic reaction records. The task is: describe an organic reaction: reactants, conditions, products, and yield The product is CCOC(=O)C(=O)Cc1cc(Br)ncc1[N+](=O)[O-]. RXN SMILES: [Br:15][c:16]1[n:17][cH:18][c:19]([N+:23](=[O:24])[O-:25])[c:20]([CH3:22])[cH:21]1.[C:5]([C:6]([O:8][CH2:7][CH3:9])=[O:10])(=[O:11])[O:12][CH2:13][CH3:14].[CH3:1][CH2:2][O-:3].[CH3:26][C:27](=[O:28])[OH:29].[CH3:30][CH2:31][O:32][CH2:33][CH3:34].[CH3:35][CH2:36][OH:37].[K+:4].[OH2:38]>>[C:5]([C:6](=[O:8])[CH2:22][c:20]1[c:19]([N+:23](=[O:24])[O-:25])[cH:18][n:17][c:16]([Br:15])[cH:21]1)(=[O:11])[O:12][CH2:13][CH3:14]. Starting materials: Cc1cc(Br)ncc1[N+](=O)[O-], CCOC(=O)C(=O)OCC, CC[O-], CC(=O)O, CCOCC, CCO, [K+], O. Reactants: C1(CC1)CBr (cyclopropylmethyl bromide), C(C)O (ethanol), SC=1C=C(C2=C(CC(O2)C)C1)C(=O)O (5-mercapto-2-methyl-2,3-dihydrobenzofuran-7-carboxylic acid), [OH-].[K+] (potassium hydroxide). Solvent: O (water), O (water). Yields the product C1(CC1)CSC=1C=C(C2=C(CC(O2)C)C1)C(=O)O (5-Cyclopropylmethylthio-2-methyl-2,3-dihydrobenzofuran-7-carboxylic acid). As a reaction SMILES: [OH-].[K+].C(O)C.[SH:6][C:7]1[CH:8]=[C:9]([C:17]([OH:19])=[O:18])[C:10]2[O:14][CH:13]([CH3:15])[CH2:12][C:11]=2[CH:16]=1.[CH:20]1([CH2:23]Br)[CH2:22][CH2:21]1>O>[CH:20]1([CH2:23][S:6][C:7]2[CH:8]=[C:9]([C:17]([OH:19])=[O:18])[C:10]3[O:14][CH:13]([CH3:15])[CH2:12][C:11]=3[CH:16]=2)[CH2:22][CH2:21]1 |f:0.1|. Reported procedure: 73 g of potassium hydroxide were dissolved in 84 ml of water in a 2-liter round-bottomed flask and 387 ml of absolute ethanol and 130.5 g of 5-mercapto-2-methyl-2,3-dihydrobenzofuran-7-carboxylic acid were then added. 86 g of cyclopropylmethyl bromide were then quickly poured in and the contents were heated under reflux for 1 hour. After adding water, the contents were filtered and the solution was acidified by adding concentrated hydrochloric acid until a color change of Congo red was observed.... Reactants: O=C([O-])[O-], Cn1c(=O)c(C(=O)NCC(=O)OC(C)(C)C)c(O)c2cnc(Cl)nc21, Cn1c(=O)c(C(=O)NCC(=O)OC(C)(C)C)c(O)c2cnc(-c3cccc(F)c3)nc21, OB(O)c1cccc(F)c1, [Na+], [Na+], C1COCCO1, O. The product is Cn1c(=O)c(C(=O)NCC(=O)O)c(O)c2cnc(-c3cccc(F)c3)nc21. RXN SMILES: [C:67](=[O:68])([O-:69])[O-:70].[Cl:32][c:33]1[n:34][cH:35][c:36]2[c:37]([OH:38])[c:39]([C:40]([NH:41][CH2:42][C:43]([O:44][C:45]([CH3:46])([CH3:47])[CH3:48])=[O:49])=[O:50])[c:51](=[O:52])[n:53]([CH3:54])[c:55]2[n:56]1.[F:1][c:2]1[cH:3][c:4](-[c:8]2[n:9][cH:10][c:11]3[c:12]([n:13]2)[n:14]([CH3:31])[c:15](=[O:30])[c:16]([C:19](=[O:20])[NH:21][CH2:22][C:23](=[O:24])[O:25][C:26]([CH3:27])([CH3:28])[CH3:29])[c:17]3[OH:18])[cH:5][cH:6][cH:7]1.[F:57][c:58]1[cH:59][c:60]([B:61]([OH:62])[OH:63])[cH:64][cH:65][cH:66]1.[Na+:71].[Na+:72].[O:73]1[CH2:74][CH2:75][O:76][CH2:77][CH2:78]1.[OH2:79]>>[F:1][c:2]1[cH:3][c:4](-[c:8]2[n:9][cH:10][c:11]3[c:12]([n:13]2)[n:14]([CH3:31])[c:15](=[O:30])[c:16]([C:19](=[O:20])[NH:21][CH2:22][C:23](=[O:24])[OH:25])[c:17]3[OH:18])[cH:5][cH:6][cH:7]1. Starting materials: C(CCCCCCCCCCCCCCCCCC)O (nonadecanol), Br (hydrobromic acid), S(O)(O)(=O)=O (sulfuric acid). Run in C(C)(=O)OCC (ethyl acetate), O (water). The product is C(CCCCCCCCCCCCCCCCCC)Br (1-nonadecyl bromide). Isolated yield 51.0%. As a reaction SMILES: [CH2:1](O)[CH2:2][CH2:3][CH2:4][CH2:5][CH2:6][CH2:7][CH2:8][CH2:9][CH2:10][CH2:11][CH2:12][CH2:13][CH2:14][CH2:15][CH2:16][CH2:17][CH2:18][CH3:19].[BrH:21].S(=O)(=O)(O)O>C(OCC)(=O)C.O>[CH2:1]([Br:21])[CH2:2][CH2:3][CH2:4][CH2:5][CH2:6][CH2:7][CH2:8][CH2:9][CH2:10][CH2:11][CH2:12][CH2:13][CH2:14][CH2:15][CH2:16][CH2:17][CH2:18][CH3:19]. Procedure details: To nonadecanol (1.0 g, 3.5 mmol) was added 1500 μL hydrobromic acid (48% wt/vol). After cooling in ice, concentrated sulfuric acid (400 μL) was added and the reaction was allowed to warm to room temperature. A condenser and drying tube were placed over the reaction and the mixture was slowly heated to 120° C. The solution was kept at reflux for five hours and then cooled. The solidified product was resuspended in a mixture of ethyl acetate (50 mL) and water (10 mL). The aqueous layer was removed... Reaction SMILES: [CH3:1][N:2]([CH3:11])[C:3]([NH:5][C:6](OCC)=[O:7])=[S:4].[OH-].[Na+].Cl[O-].[Na+].[OH-].[NH4+:18]>O>[OH:7][C:6]1[N:5]=[C:3]([N:2]([CH3:11])[CH3:1])[S:4][N:18]=1 |f:1.2,3.4,5.6|. Conditions: time 3 hour. Reported procedure: A solution of 43 g of N,N-dimethyl-N'-ethoxycarbonyl-thiourea, 25 ml of sodium hydroxide and 250 ml of water and a solution of 1M sodium hypochlorite were simultaneously added at 0° to 5° C to 450 ml of concentrated ammonium hydroxide and the reaction mixture was stirred for 2 hours at 0° to 5° C and 3 hours at room temperature. The mixture was evaporated until it congealed into a mass and the mass was adjusted to a pH of 4 with concentrated hydrochloric acid. The mixture was extracted with chlo... Reactants: CN(C(=S)NC(=O)OCC)C (N,N-dimethyl-N'-ethoxycarbonyl-thiourea), [OH-].[Na+] (sodium hydroxide), Cl[O-].[Na+] (sodium hypochlorite), [OH-].[NH4+] (ammonium hydroxide). Product: OC1=NSC(=N1)N(C)C (3-hydroxy-5-dimethylamino-1,2,4-thiadiazole). The solvent is O (water).